This data is from the Open Reaction Database (ORD), a public repository of structured organic reaction records. The task is: describe an organic reaction: reactants, conditions, products, and yield Reactants: ClC1=CC2=C(SCCN2C(=O)OC(C)(C)C)N=C1 (tert-butyl 7-chloro-2,3-dihydro-1H-pyrido[2,3-b][1,4]thiazine-1-carboxylate), N1CCOCC1 (morpholine), CC(C)C1=CC(=C(C(=C1)C(C)C)C2=C(C=CC=C2)P(C3CCCCC3)C4CCCCC4)C(C)C (XPhos), CC(C)([O-])C.[Na+] (sodium ter-butoxide). The reagents and catalysts are C=1C=CC(=CC1)/C=C/C(=O)/C=C/C2=CC=CC=C2.C=1C=CC(=CC1)/C=C/C(=O)/C=C/C2=CC=CC=C2.C=1C=CC(=CC1)/C=C/C(=O)/C=C/C2=CC=CC=C2.[Pd].[Pd] (Pd2dba3). Solvent: C1(=CC=CC=C1)C (toluene). The product is O1CCN(CC1)C1=CC2=C(SCCN2C(=O)OC(C)(C)C)N=C1 (tert-butyl 7-morpholino-2,3-dihydro-1H-pyrido[2,3-b][1,4]thiazine-1-carboxylate). Reaction SMILES: Cl[C:2]1[CH:18]=[N:17][C:5]2[S:6][CH2:7][CH2:8][N:9]([C:10]([O:12][C:13]([CH3:16])([CH3:15])[CH3:14])=[O:11])[C:4]=2[CH:3]=1.CC(C1C=C(C(C)C)C(C2C=CC=CC=2P(C2CCCCC2)C2CCCCC2)=C(C(C)C)C=1)C.CC(C)([O-])C.[Na+].[NH:59]1[CH2:64][CH2:63][O:62][CH2:61][CH2:60]1>C1(C)C=CC=CC=1.C1C=CC(/C=C/C(/C=C/C2C=CC=CC=2)=O)=CC=1.C1C=CC(/C=C/C(/C=C/C2C=CC=CC=2)=O)=CC=1.C1C=CC(/C=C/C(/C=C/C2C=CC=CC=2)=O)=CC=1.[Pd].[Pd]>[O:62]1[CH2:63][CH2:64][N:59]([C:2]2[CH:18]=[N:17][C:5]3[S:6][CH2:7][CH2:8][N:9]([C:10]([O:12][C:13]([CH3:16])([CH3:15])[CH3:14])=[O:11])[C:4]=3[CH:3]=2)[CH2:60][CH2:61]1 |f:2.3,6.7.8.9.10|. Procedure: Prepared according to procedure N by using tert-butyl 7-chloro-2,3-dihydro-1H-pyrido[2,3-b][1,4]thiazine-1-carboxylate (340 mg, 1.19 mmol), Pd2dba3 (109 mg, 0.119 mmol), XPhos (113 mg, 0.237 mmol), sodium ter-butoxide (228 mg, 2.371 mmol), morpholine (0.13 mL, 1.54 mmol) in toluene (8 mL) at 100° C. for 14 h. Purification by column chromatography (hexanes:EtOAc, 1:0 to 1:1) gave tert-butyl 7-morpholino-2,3-dihydro-1H-pyrido[2,3-b][1,4]thiazine-1-carboxylate. Mass Spectrum (ESI) m/e=338.2 (M+1). The reactants are O1CCOC2=C1C=CC(=C2)CN(C(OC(C)(C)C)=O)C2CCNCC2 (tert-butyl (2,3-dihydro-1,4-benzodioxin-6-ylmethyl)(piperidin-4-yl)carbamate), C(O)([O-])=O.[Na+] (sodium hydrogen carbonate), C(C)(=O)O[BH-](OC(C)=O)OC(C)=O.[Na+] (sodium triacetoxyborohydride), C(C1=CC=CC=C1)OC1=CC(N(C2=CC=CC=C12)CC=O)=O ((4-benzyloxy-2-oxoquinolin-1(2H)-yl)acetaldehyde). Run in C(C)(=O)O (acetic acid), ClCCl (dichloromethane), ClCCl (dichloromethane). Conditions: time 90 minute. The product is C(C1=CC=CC=C1)OC1=CC(N(C2=CC=CC=C12)CCN1CCC(CC1)N(C(OC(C)(C)C)=O)CC1=CC2=C(OCCO2)C=C1)=O (tert-butyl (1-(2-(4-benzyloxy-2-oxoquinolin-1(2H)-yl)ethyl)piperidin-4-yl)(2,3-dihydro-1,4-benzodioxin-6-ylmethyl)carbamate). Yield: 82.0%. Reaction SMILES: [CH2:1]([O:8][C:9]1[C:18]2[C:13](=[CH:14][CH:15]=[CH:16][CH:17]=2)[N:12]([CH2:19][CH:20]=O)[C:11](=[O:22])[CH:10]=1)[C:2]1[CH:7]=[CH:6][CH:5]=[CH:4][CH:3]=1.[O:23]1[C:28]2[CH:29]=[CH:30][C:31]([CH2:33][N:34]([CH:42]3[CH2:47][CH2:46][NH:45][CH2:44][CH2:43]3)[C:35](=[O:41])[O:36][C:37]([CH3:40])([CH3:39])[CH3:38])=[CH:32][C:27]=2[O:26][CH2:25][CH2:24]1.C(O[BH-](OC(=O)C)OC(=O)C)(=O)C.[Na+].C(=O)([O-])O.[Na+]>C(O)(=O)C.ClCCl>[CH2:1]([O:8][C:9]1[C:18]2[C:13](=[CH:14][CH:15]=[CH:16][CH:17]=2)[N:12]([CH2:19][CH2:20][N:45]2[CH2:46][CH2:47][CH:42]([N:34]([CH2:33][C:31]3[CH:30]=[CH:29][C:28]4[O:23][CH2:24][CH2:25][O:26][C:27]=4[CH:32]=3)[C:35](=[O:41])[O:36][C:37]([CH3:39])([CH3:38])[CH3:40])[CH2:43][CH2:44]2)[C:11](=[O:22])[CH:10]=1)[C:2]1[CH:7]=[CH:6][CH:5]=[CH:4][CH:3]=1 |f:2.3,4.5|. Reported procedure: To 30 mL of a dichloromethane solution containing 1.20 g of (4-benzyloxy-2-oxoquinolin-1(2H)-yl)acetaldehyde, 40 mL of a dichloromethane solution containing 1.71 g of tert-butyl (2,3-dihydro-1,4-benzodioxin-6-ylmethyl)(piperidin-4-yl)carbamate and 0.25 g of acetic acid were added, and stirred at room temperature for 90 min. To the reaction mixture, 1.37 g of sodium triacetoxyborohydride was added, and stirred at the same temperature for 2.5 hours. Aqueous saturated sodium hydrogen carbonate solu... Starting materials: CC#N, ClCCl, OB(O)c1ccccc1F, Cc1ccc(S(=O)(=O)n2cc(I)c3cc(-c4cccc(C(=O)N5CCOCC5)c4)cnc32)cc1, [Na+], [Na+], O=C([O-])[O-], O. The product is Cc1ccc(S(=O)(=O)n2cc(-c3ccccc3F)c3cc(-c4cccc(C(=O)N5CCOCC5)c4)cnc32)cc1. Reaction SMILES: [CH3:54][C:55]#[N:56].[Cl:45][CH2:46][Cl:47].[F:35][c:36]1[c:37]([B:42]([OH:43])[OH:44])[cH:38][cH:39][cH:40][cH:41]1.[I:1][c:2]1[cH:3][n:4]([S:25](=[O:26])(=[O:27])[c:28]2[cH:29][cH:30][c:31]([CH3:32])[cH:33][cH:34]2)[c:5]2[n:6][cH:7][c:8](-[c:11]3[cH:12][c:13]([C:17](=[O:18])[N:19]4[CH2:20][CH2:21][O:22][CH2:23][CH2:24]4)[cH:14][cH:15][cH:16]3)[cH:9][c:10]12.[Na+:48].[Na+:49].[O-:50][C:51](=[O:52])[O-:53].[OH2:57]>>[c:2]1(-[c:37]2[c:36]([F:35])[cH:41][cH:40][cH:39][cH:38]2)[cH:3][n:4]([S:25](=[O:26])(=[O:27])[c:28]2[cH:29][cH:30][c:31]([CH3:32])[cH:33][cH:34]2)[c:5]2[n:6][cH:7][c:8](-[c:11]3[cH:12][c:13]([C:17](=[O:18])[N:19]4[CH2:20][CH2:21][O:22][CH2:23][CH2:24]4)[cH:14][cH:15][cH:16]3)[cH:9][c:10]12. Reactants: CC(C)(C)OC(=O)CBr, O=C1CN(C(=O)OCc2ccccc2)CCN1, [H-], [Na+], CN(C)C=O. The product is CC(C)(C)OC(=O)CN1CCN(C(=O)OCc2ccccc2)CC1=O. RXN SMILES: [Br:20][CH2:21][C:22](=[O:23])[O:24][C:25]([CH3:26])([CH3:27])[CH3:28].[CH2:1]([c:2]1[cH:3][cH:4][cH:5][cH:6][cH:7]1)[O:8][C:9](=[O:10])[N:11]1[CH2:12][C:13](=[O:17])[NH:14][CH2:15][CH2:16]1.[H-:18].[Na+:19].[O:29]=[CH:30][N:31]([CH3:32])[CH3:33]>>[CH2:1]([c:2]1[cH:3][cH:4][cH:5][cH:6][cH:7]1)[O:8][C:9](=[O:10])[N:11]1[CH2:12][C:13](=[O:17])[N:14]([CH2:21][C:22](=[O:23])[O:24][C:25]([CH3:26])([CH3:27])[CH3:28])[CH2:15][CH2:16]1. The reactants are COC1=NC(=NC(=C1)OC)OC1=C(C=NO)C=CC=C1 (2-(4,6-dimethoxy-2-pyrimidinyloxy)benzaldoxime), ClC=1C=C(C=CCBr)C=CC1 (3-chlorocinnamyl bromide). The solvent is CC(=O)C (acetone), C([O-])([O-])=O.[K+].[K+] (potassium carbonate). Yields the product ClC=1C=C(C=CCC2(C(C=NO)C=CC=C2)OC2=NC(=CC(=N2)OC)OC)C=CC1 (0-(3-chlorocinnamyl)-2-(4,6-dimethoxy-2-pyrimidinyloxy)benzaldoxime). Yield: 61.2%. RXN SMILES: [CH3:1][O:2][C:3]1[CH:8]=[C:7]([O:9][CH3:10])[N:6]=[C:5]([O:11][C:12]2[CH:20]=[CH:19][CH:18]=[CH:17][C:13]=2[CH:14]=[N:15][OH:16])[N:4]=1.[Cl:21][C:22]1[CH:23]=[C:24]([CH:29]=[CH:30][CH:31]=1)[CH:25]=[CH:26][CH2:27]Br>CC(C)=O.C(=O)([O-])[O-].[K+].[K+]>[Cl:21][C:22]1[CH:23]=[C:24]([CH:29]=[CH:30][CH:31]=1)[CH:25]=[CH:26][CH2:27][C:12]1([O:11][C:5]2[N:6]=[C:7]([O:9][CH3:10])[CH:8]=[C:3]([O:2][CH3:1])[N:4]=2)[CH:20]=[CH:19][CH:18]=[CH:17][CH:13]1[CH:14]=[N:15][OH:16] |f:3.4.5|. Reported procedure: 5.5 g of 2-(4,6-dimethoxy-2-pyrimidinyloxy)benzaldoxime and 4.6 g of 3-chlorocinnamyl bromide were dissolved in 30 ml of dry acetone containing 2.7 g of anhydrous potassium carbonate. The solution was heated for 5 hours under stirring and reflux. After the reaction mixture was allowed to cool down, the acetone was distilled out under reduced pressure and the resulting residue was dissolved in 200 ml of ethyl acetate. The ethyl acetate solution was washed with water and the organic layer was drie...